Dataset: the Open Reaction Database (ORD), a public repository of structured organic reaction records. Task: describe an organic reaction: reactants, conditions, products, and yield Starting materials: C(C)(=O)N[C@H](CC1=CC=CC=C1)C(=O)O (N-acetyl-D-phenylalanine), COC(C(N)CC1=CC=CC=C1)=O (DL-phenylalanine methyl ester). The solvent is CO (methanol), CO (methanol). Yields the product C(C)(=O)N[C@H](CC1=CC=CC=C1)C(=O)O (N-acetyl-D-phenylalanine), COC([C@@H](N)CC1=CC=CC=C1)=O (L-phenylalanine methyl ester). Reaction SMILES: [C:1]([NH:4][C@@H:5]([C:13]([OH:15])=[O:14])[CH2:6][C:7]1[CH:12]=[CH:11][CH:10]=[CH:9][CH:8]=1)(=[O:3])[CH3:2].[CH3:16][O:17][C:18](=[O:28])[CH:19]([CH2:21][C:22]1[CH:27]=[CH:26][CH:25]=[CH:24][CH:23]=1)[NH2:20]>CO>[C:1]([NH:4][C@@H:5]([C:13]([OH:15])=[O:14])[CH2:6][C:7]1[CH:8]=[CH:9][CH:10]=[CH:11][CH:12]=1)(=[O:3])[CH3:2].[CH3:16][O:17][C:18](=[O:28])[C@H:19]([CH2:21][C:22]1[CH:27]=[CH:26][CH:25]=[CH:24][CH:23]=1)[NH2:20]. Procedure: 10.35 Parts of N-acetyl-D-phenylalanine is dissolved in 40 parts of methanol, then treated with 17.9 parts of DL-phenylalanine methyl ester. A precipitate forms immediately and a additional 60 parts of methanol is added. The mixture then is filtered and the solid remaining is washed with additional methanol and dried. Recrystallization from methanol affords the crystalline salt of N-acetyl-D-phenylalanine and L-phenylalanine methyl ester, melting at about 170°-172° and displaying an [α]D in 0.5%...